From a dataset of the Open Reaction Database (ORD), a public repository of structured organic reaction records. describe an organic reaction: reactants, conditions, products, and yield Starting materials: C(C)OC(=O)C1(N(CC1)C(CC1=CC(=CC(=C1)C)C)=O)C (1-[2-(3,5-dimethyl-phenyl)-acetyl]-2-methyl-azetidine-2-carboxylic acid ethyl ester), Intermediate 94, CCO (EtOH), [OH-].[Na+] (NaOH). Run in CO (MeOH). Conditions: temperature 20 celsius, time 6 hour. Product: CC=1C=C(C=C(C1)C)CC(=O)N1C(CC1)(C(=O)O)C (1-[2-(3,5-dimethyl-phenyl)-acetyl]-2-methyl-azetidine-2-carboxylic acid). RXN SMILES: C([O:3][C:4]([C:6]1([CH3:21])[CH2:9][CH2:8][N:7]1[C:10](=[O:20])[CH2:11][C:12]1[CH:17]=[C:16]([CH3:18])[CH:15]=[C:14]([CH3:19])[CH:13]=1)=[O:5])C.CCO.[OH-].[Na+]>CO>[CH3:19][C:14]1[CH:13]=[C:12]([CH2:11][C:10]([N:7]2[CH2:8][CH2:9][C:6]2([CH3:21])[C:4]([OH:5])=[O:3])=[O:20])[CH:17]=[C:16]([CH3:18])[CH:15]=1 |f:2.3|. Procedure details: To a solution of 1-[2-(3,5-dimethyl-phenyl)-acetyl]-2-methyl-azetidine-2-carboxylic acid ethyl ester, Intermediate 94 (1 eq.) in either EtOH or MeOH was added aqueous NaOH (2N) (2 eq.). The reaction was stirred at 20° C. for 6 h. The solvent was removed under reduced pressure and the crude was partitioned between water and EtOAc. The organic layer was discarded and the aqueous layer was neutralized by addition of aqueous HCl (2N) and thoroughly extracted with EtOAc. The organic layers were combi...